Task: describe an organic reaction: reactants, conditions, products, and yield. Dataset: the Open Reaction Database (ORD), a public repository of structured organic reaction records The reactants are C[Si](SC1=NN=C(S1)C)(C)C (5-trimethylsilylthio-2-methyl-1,3,4-thiadiazole), C(C1=CC=CC=C1)Br (benzyl bromide), C[Si](N[Si](C)(C)C)(C)C (hexamethyldisilazane), SC1=NN=C(S1)C (5-mercapto-2-methyl-1,3,4-thiadiazole), N (ammonia). The reagents and catalysts are S1(=O)(=O)NC(=O)C2=CC=CC=C12 (saccharin). The solvent is CN(P(N(C)C)(N(C)C)=O)C (hexamethylphosphoric triamide), C(C)#N (acetonitrile). Conditions: time 30 minute. Product: C(C1=CC=CC=C1)SC1=NN=C(S1)C (5-benzylthio-2-methyl-1,3,4-thiadiazole). Isolated yield 95.4%. RXN SMILES: C[Si](C)(C)N[Si](C)(C)C.[SH:10][C:11]1[S:15][C:14]([CH3:16])=[N:13][N:12]=1.N.C[Si](C)(C)SC1SC(C)=NN=1.[CH2:29](Br)[C:30]1[CH:35]=[CH:34][CH:33]=[CH:32][CH:31]=1>S1(C2C(=CC=CC=2)C(=O)N1)(=O)=O.CN(C)P(=O)(N(C)C)N(C)C.C(#N)C>[CH2:29]([S:10][C:11]1[S:15][C:14]([CH3:16])=[N:13][N:12]=1)[C:30]1[CH:35]=[CH:34][CH:33]=[CH:32][CH:31]=1. Procedure details: 15 ml (72 mmoles) of hexamethyldisilazane were added to a refluxing mixture of 9.9 g (75 mmoles) of 5-mercapto-2-methyl-1,3,4-thiadiazole, 27 mg (0.15 mmole) of saccharin, 50 ml of acetonitrile and 20 ml of hexamethylphosphoric triamide and after refluxing for 4.5 hours, the calculated amount of ammonia had been evolved. Refluxing was continued for 30 minutes and the mixture containing 5-trimethylsilylthio-2-methyl-1,3,4-thiadiazole was cooled to room temperature and 9.9 ml (80 mmoles) of benzyl...